This data is from the Open Reaction Database (ORD), a public repository of structured organic reaction records. The task is: describe an organic reaction: reactants, conditions, products, and yield Starting materials: CC1(C(C2=CC=CC=C2C1)=O)C(=O)OC (methyl 2-methyl-1-oxo-2,3-dihydro-1H-indene-2-carboxylate). The reagents and catalysts are [Pd] (Pd/C). Run in CC(=O)O (HOAc). Conditions: time 4 hour. The product is CC1(CC2=CC=CC=C2C1)C(=O)OC (methyl 2-methyl-2,3-dihydro-1H-indene-2-carboxylate). Reaction SMILES: [CH3:1][C:2]1([C:12]([O:14][CH3:15])=[O:13])[CH2:10][C:9]2[C:4](=[CH:5][CH:6]=[CH:7][CH:8]=2)[C:3]1=O>CC(O)=O.[Pd]>[CH3:1][C:2]1([C:12]([O:14][CH3:15])=[O:13])[CH2:10][C:9]2[C:4](=[CH:5][CH:6]=[CH:7][CH:8]=2)[CH2:3]1. Procedure details: A mixture of the methyl 2-methyl-1-oxo-2,3-dihydro-1H-indene-2-carboxylate (2.04 g, 9.99 mmol) and 10% Pd/C (0.200 g; wet) in HOAc/conc H2SO4 (22/2 mL respectively) was hydrogenated under 50 psi H2 for 4 h using a Parr hydrogenation apparatus. The mixture was filtered through Celite (2×MeOH wash) and the filtrate was partially concentrated in vacuo. The residue was neutralized with satd Na2CO3 and the whole was extracted with EtOAc (2×25 mL). Combined organics were washed with brine, dried over ... Starting materials: solution, C(C#C)Br (propargyl bromide), C1(=CC=CC=C1)C (toluene), OC(C(=O)NCCC1=CC(=C(C=C1)OCC#C)OC)C(C)C1=CC=CC=C1 (2-hydroxy-N-[2-(3-methoxy-4-prop-2-ynyloxy-phenyl)ethyl]-3-phenyl-butyramide), [OH-].[Na+] (sodium hydroxide). Reagents/catalysts: [Br-].C(CCC)[N+](CCCC)(CCCC)CCCC (tetrabutylammonium bromide). Run in ClCCl (dichloromethane). Reaction conditions: time 16 hour. The product is COC=1C=C(C=CC1OCC#C)CCNC(C(C(C)C1=CC=CC=C1)OCC#C)=O (N-[2-(3-methoxy-4-prop-2-ynyloxy-phenyl)-ethyl]-3-phenyl-2-prop-2-ynyloxy-butyramide). As a reaction SMILES: [CH2:1](Br)[C:2]#[CH:3].C1(C)C=CC=CC=1.[OH:12][CH:13]([CH:31]([C:33]1[CH:38]=[CH:37][CH:36]=[CH:35][CH:34]=1)[CH3:32])[C:14]([NH:16][CH2:17][CH2:18][C:19]1[CH:24]=[CH:23][C:22]([O:25][CH2:26][C:27]#[CH:28])=[C:21]([O:29][CH3:30])[CH:20]=1)=[O:15].[OH-].[Na+]>[Br-].C([N+](CCCC)(CCCC)CCCC)CCC.ClCCl>[CH3:30][O:29][C:21]1[CH:20]=[C:19]([CH2:18][CH2:17][NH:16][C:14](=[O:15])[CH:13]([O:12][CH2:3][C:2]#[CH:1])[CH:31]([C:33]2[CH:34]=[CH:35][CH:36]=[CH:37][CH:38]=2)[CH3:32])[CH:24]=[CH:23][C:22]=1[O:25][CH2:26][C:27]#[CH:28] |f:3.4,5.6|. Reported procedure: A 80% solution of propargyl bromide in toluene (1.2 g, 7.8 mmol) is added slowly at room temperature to a mixture of 2-hydroxy-N-[2-(3-methoxy-4-prop-2-ynyloxy-phenyl)ethyl]-3-phenyl-butyramide (2.4 g, 6.5 mmol), 30% sodium hydroxide solution (6.0 ml, 33 mmol) and catalytic amounts of tetrabutylammonium bromide (50 mg) in 25 ml of dichloromethane. The reaction is stirred for 16 hours at +40° C. Subsequently the mixture is evaporated and the residue is diluted with water and dichloromethane. The ... Starting materials: P(=O)(Cl)(Cl)Cl (phosphoryl chloride), S(O)(O)(=O)=O (sulfuric acid), ClC1=C(C(=O)N)C=C(C=N1)S(NC1=CC(=CC(=C1)F)F)(=O)=O (2-chloro-5-(N-(3,5-difluorophenyl)sulfamoyl)nicotinamide). Run at temperature 90 celsius, time 2 hour. The product is ClC1=C(C=C(C=N1)S(=O)(=O)NC1=CC(=CC(=C1)F)F)C#N (6-chloro-5-cyano-N-(3,5-difluorophenyl)pyridine-3-sulfonamide), solid. Isolated yield 72.0%. As a reaction SMILES: P(Cl)(Cl)(Cl)=O.S(=O)(=O)(O)O.[Cl:11][C:12]1[N:20]=[CH:19][C:18]([S:21](=[O:32])(=[O:31])[NH:22][C:23]2[CH:28]=[C:27]([F:29])[CH:26]=[C:25]([F:30])[CH:24]=2)=[CH:17][C:13]=1[C:14]([NH2:16])=O>>[Cl:11][C:12]1[N:20]=[CH:19][C:18]([S:21]([NH:22][C:23]2[CH:24]=[C:25]([F:30])[CH:26]=[C:27]([F:29])[CH:28]=2)(=[O:32])=[O:31])=[CH:17][C:13]=1[C:14]#[N:16]. Reported procedure: 3.4 ml (36.2 mmol) of phosphoryl chloride and a drop of concentrated sulfuric acid are added to 0.315 g (0.906 mmol) of 2-chloro-5-(N-(3,5-difluorophenyl)sulfamoyl)nicotinamide. The reaction mixture is stirred for 2 hours at 90° C. and then added drop by drop to ice. The brown solid is filtered, rinsed with water and then dried under vacuum. 0.217 g of 6-chloro-5-cyano-N-(3,5-difluorophenyl)pyridine-3-sulfonamide is obtained in the form of a light brown solid (yield=72%). Reactants: ClC1=C(C(=O)O)C=C(C=C1)S(=O)(=O)Cl (2-Chloro-5-chlorosulfonylbenzoic acid), N1CCC(CC1)CO (4-piperidyl carbinol). Solvent: C(Cl)Cl (methylene chloride). Run at time 8 hour. The product is ClC1=C(C(=O)O)C=C(C=C1)S(=O)(=O)N1CCC(CC1)CO (2-Chloro-5-(4-hydroxymethylpiperidinosulfonyl)benzoic Acid). As a reaction SMILES: [Cl:1][C:2]1[CH:10]=[CH:9][C:8]([S:11](Cl)(=[O:13])=[O:12])=[CH:7][C:3]=1[C:4]([OH:6])=[O:5].[NH:15]1[CH2:20][CH2:19][CH:18]([CH2:21][OH:22])[CH2:17][CH2:16]1>C(Cl)Cl>[Cl:1][C:2]1[CH:10]=[CH:9][C:8]([S:11]([N:15]2[CH2:20][CH2:19][CH:18]([CH2:21][OH:22])[CH2:17][CH2:16]2)(=[O:13])=[O:12])=[CH:7][C:3]=1[C:4]([OH:6])=[O:5]. Procedure details: 2-Chloro-5-chlorosulfonylbenzoic acid (5.0 g.) is added to a solution of 4-piperidyl carbinol (6.9 g.) in 40 ml. of methylene chloride. The solution is refluxed for 2 hours, cooled to room temperature and stirred overnight. The solution is evaporated to dryness, the gummy residue dissolved in 1 N sodium hydroxide, and the alkaline solution extracted twice with ether. The aqueous solution is acidified with concentrated hydrochloric acid, and the precipitate recovered by filtration. Recrystallizat... Reactants: [Al+3], Cc1cccc(C)c1, [Cl-], [Cl-], [Cl-], Clc1nc(Cl)nc(Cl)n1, Clc1ccccc1. The product is Cc1ccc(-c2nc(Cl)nc(Cl)n2)c(C)c1. Reaction SMILES: [Al+3:19].[CH3:10][c:11]1[cH:12][cH:13][cH:14][c:15]([CH3:16])[cH:17]1.[Cl-:18].[Cl-:20].[Cl-:21].[Cl:1][c:2]1[n:3][c:4]([Cl:5])[n:6][c:7]([Cl:8])[n:9]1.[Cl:22][c:23]1[cH:24][cH:25][cH:26][cH:27][cH:28]1>>[Cl:1][c:2]1[n:3][c:4](-[c:12]2[c:11]([CH3:10])[cH:17][c:15]([CH3:16])[cH:14][cH:13]2)[n:6][c:7]([Cl:8])[n:9]1. Starting materials: C(C)(C)(C)C1=NC=C(C(=N1)OCC)C=1N([C@]([C@](N1)(C)C1=CC=C(C=C1)Cl)(C)C1=CC=C(C=C1)Cl)C(=O)Cl ((4S,5R)-2-(2-tert-butyl-4-ethoxy-pyrimidin-5-yl)-4,5-bis-(4-chloro-phenyl)-4,5-dimethyl-4,5-dihydro-imidazole-1-carbonyl chloride), Cl.Cl.CS(=O)(=O)CCCC1CCNCC1 (4-(3-methanesulfonyl-propyl)-piperidine dihydrochloride). The product is C(C)(C)(C)C1=NC=C(C(=N1)OCC)C=1N([C@]([C@](N1)(C)C1=CC=C(C=C1)Cl)(C)C1=CC=C(C=C1)Cl)C(=O)N1CCC(CC1)CCCS(=O)(=O)C ([(4S,5R)-2-(2-tert-Butyl-4-ethoxy-pyrimidin-5-yl)-4,5-bis-(4-chloro-phenyl)-4,5-dimethyl-4,5-dihydro-imidazol-1-yl]-[4-(3-methanesulfonyl-propyl)-piperidin-1-yl]-methanone). As a reaction SMILES: [C:1]([C:5]1[N:10]=[C:9]([O:11][CH2:12][CH3:13])[C:8]([C:14]2[N:15]([C:35](Cl)=[O:36])[C@@:16]([C:28]3[CH:33]=[CH:32][C:31]([Cl:34])=[CH:30][CH:29]=3)([CH3:27])[C@@:17]([C:20]3[CH:25]=[CH:24][C:23]([Cl:26])=[CH:22][CH:21]=3)([CH3:19])[N:18]=2)=[CH:7][N:6]=1)([CH3:4])([CH3:3])[CH3:2].Cl.Cl.[CH3:40][S:41]([CH2:44][CH2:45][CH2:46][CH:47]1[CH2:52][CH2:51][NH:50][CH2:49][CH2:48]1)(=[O:43])=[O:42]>>[C:1]([C:5]1[N:10]=[C:9]([O:11][CH2:12][CH3:13])[C:8]([C:14]2[N:15]([C:35]([N:50]3[CH2:51][CH2:52][CH:47]([CH2:46][CH2:45][CH2:44][S:41]([CH3:40])(=[O:43])=[O:42])[CH2:48][CH2:49]3)=[O:36])[C@@:16]([C:28]3[CH:33]=[CH:32][C:31]([Cl:34])=[CH:30][CH:29]=3)([CH3:27])[C@@:17]([C:20]3[CH:25]=[CH:24][C:23]([Cl:26])=[CH:22][CH:21]=3)([CH3:19])[N:18]=2)=[CH:7][N:6]=1)([CH3:2])([CH3:3])[CH3:4] |f:1.2.3|. Reported procedure: In a manner analogous to the method described in example 3, (4S,5R)-2-(2-tert-butyl-4-ethoxy-pyrimidin-5-yl)-4,5-bis-(4-chloro-phenyl)-4,5-dimethyl-4,5-dihydro-imidazole-1-carbonyl chloride was reacted with 4-(3-methanesulfonyl-propyl)-piperidine dihydrochloride (example 72) to give the title compound as a racemic mixture. HR-MS (ES, m/z) calculated for C37H48Cl2N5O4S [(M+H)+] 728.2799, observed 728.2797. Reactants: C1CCOC1, CCCn1c(=O)c2[nH]c(-c3ccc(NCCN(C)C)nc3)cc2n(CCC)c1=O, O=C=Nc1ccc(F)cc1. Yields the product CCCn1c(=O)c2[nH]c(-c3ccc(N(CCN(C)C)C(=O)Nc4ccc(F)cc4)nc3)cc2n(CCC)c1=O. RXN SMILES: [CH2:40]1[O:41][CH2:42][CH2:43][CH2:44]1.[CH3:1][N:2]([CH2:3][CH2:4][NH:5][c:6]1[cH:7][cH:8][c:9](-[c:12]2[cH:13][c:14]3[n:15]([CH2:26][CH2:27][CH3:28])[c:16](=[O:25])[n:17]([CH2:22][CH2:23][CH3:24])[c:18](=[O:21])[c:19]3[nH:20]2)[cH:10][n:11]1)[CH3:29].[F:30][c:31]1[cH:32][cH:33][c:34]([N:37]=[C:38]=[O:39])[cH:35][cH:36]1>>[CH3:1][N:2]([CH2:3][CH2:4][N:5]([c:6]1[cH:7][cH:8][c:9](-[c:12]2[cH:13][c:14]3[n:15]([CH2:26][CH2:27][CH3:28])[c:16](=[O:25])[n:17]([CH2:22][CH2:23][CH3:24])[c:18](=[O:21])[c:19]3[nH:20]2)[cH:10][n:11]1)[C:38]([NH:37][c:34]1[cH:33][cH:32][c:31]([F:30])[cH:36][cH:35]1)=[O:39])[CH3:29].